From a dataset of the Open Reaction Database (ORD), a public repository of structured organic reaction records. describe an organic reaction: reactants, conditions, products, and yield The reactants are CN1C=NC2=C1C=CC(=C2C)C(=O)OC (methyl 1,4-dimethyl-1H-benzimidazole-5-carboxylate). Solvent: CO (methanol), [OH-].[Na+] (sodium hydroxide). Run at temperature 60 celsius, time 1 hour. Product: CN1C=NC2=C1C=CC(=C2C)C(=O)O (1,4-dimethyl-1H-benzimidazole-5-carboxylic acid). Yield: 63.6%. RXN SMILES: [CH3:1][N:2]1[C:6]2[CH:7]=[CH:8][C:9]([C:12]([O:14]C)=[O:13])=[C:10]([CH3:11])[C:5]=2[N:4]=[CH:3]1>CO.[OH-].[Na+]>[CH3:1][N:2]1[C:6]2[CH:7]=[CH:8][C:9]([C:12]([OH:14])=[O:13])=[C:10]([CH3:11])[C:5]=2[N:4]=[CH:3]1 |f:2.3|. Reported procedure: A mixture of the methyl 1,4-dimethyl-1H-benzimidazole-5-carboxylate (78 mg, 0.38 mmol) in methanol (2 mL) and 5% aqueous sodium hydroxide solution (2 mL) was stirred at 60° C. for one hour. The reaction mixture was concentrated, diluted with water (10 mL) and the pH adjusted to 4 then saturated with solid sodium chloride. The aqueous mixture was extracted ethyl acetate (3×10 mL) and the combined extract was washed with water (15 mL), brine (15 mL), dried over sodium sulfate, filtered and concent... The reactants are O=C([O-])[O-], CCI, CN(C)C=O, COc1ccc(-c2cc(=O)[nH]nc2-c2ccc(OC)c(F)c2)cc1, [K+], [K+]. Yields the product CCn1nc(-c2ccc(OC)c(F)c2)c(-c2ccc(OC)cc2)cc1=O. RXN SMILES: [C:25](=[O:26])([O-:27])[O-:28].[CH2:31]([CH3:32])[I:33].[CH3:34][N:35]([CH3:36])[CH:37]=[O:38].[F:1][c:2]1[cH:3][c:4](-[c:10]2[c:11](-[c:17]3[cH:18][cH:19][c:20]([O:23][CH3:24])[cH:21][cH:22]3)[cH:12][c:13](=[O:16])[nH:14][n:15]2)[cH:5][cH:6][c:7]1[O:8][CH3:9].[K+:29].[K+:30]>>[F:1][c:2]1[cH:3][c:4](-[c:10]2[c:11](-[c:17]3[cH:18][cH:19][c:20]([O:23][CH3:24])[cH:21][cH:22]3)[cH:12][c:13](=[O:16])[n:14]([CH2:31][CH3:32])[n:15]2)[cH:5][cH:6][c:7]1[O:8][CH3:9]. The reactants are C(C)(=O)O (acetic acid), CO (MeOH), OC1=CC=C(CN)C=C1 (4-hydroxybenzylamine), TEA, [N+](=O)([O-])C1=CC=C(C(=O)Cl)C=C1 (4-nitrobenzoyl chloride). Run in C(Cl)Cl (DCM), C(Cl)Cl (DCM). Run at time 1 hour. Yields the product OC1=CC=C(CNC(C2=CC=C(C=C2)[N+](=O)[O-])=O)C=C1 (N-(4-hydroxybenzyl)-4-nitrobenzamide). Yield: 58.5%. RXN SMILES: [OH:1][C:2]1[CH:9]=[CH:8][C:5]([CH2:6][NH2:7])=[CH:4][CH:3]=1.[N+:10]([C:13]1[CH:21]=[CH:20][C:16]([C:17](Cl)=[O:18])=[CH:15][CH:14]=1)([O-:12])=[O:11].C(O)(=O)C.CO>C(Cl)Cl>[OH:1][C:2]1[CH:9]=[CH:8][C:5]([CH2:6][NH:7][C:17](=[O:18])[C:16]2[CH:15]=[CH:14][C:13]([N+:10]([O-:12])=[O:11])=[CH:21][CH:20]=2)=[CH:4][CH:3]=1. Procedure details: To a stirring solution of 4-hydroxybenzylamine (0.5 g, 4.06 mmol) and TEA (2.26 mL, 16.24 mmol) in DCM (20 mL) at 0° C. was added 4-nitrobenzoyl chloride (1.66 g, 8.93 mmol) and left at room temperature for 1 h. The reaction mixture was diluted with DCM (100 mL), washed with NaHCO3 (50 mL), and the organic layer reduced to dryness. The resulting residue was diluted with MeOH (25 mL) and DCM (5 mL), to which NaOH (18.0 mL, 1.0 M) was added. After stirring at room temperature for 10 min, analysis ... The reactants are BrC1=CC=C(C=C1)NC=C(C(=O)OCC)C(CC(C)C)=O (ethyl 2-[(4-bromophenylamino)methylene]-5-methyl-3-oxohexanoate). The solvent is C1=CC=C(C=C1)C2=CC=CC=C2.C1=CC=C(C=C1)OC2=CC=CC=C2 (Dowtherm), C1=CC=C(C=C1)C2=CC=CC=C2.C1=CC=C(C=C1)OC2=CC=CC=C2 (Dowtherm), hexanes. Run at time 1.5 hour. Product: BrC=1C=C2C(=C(C=NC2=CC1)C(CC(C)C)=O)O (1-(6-bromo-4-hydroxyquinolin-3-yl)-3-methylbutan-1-one). The yield is 23.6%. RXN SMILES: [Br:1][C:2]1[CH:7]=[CH:6][C:5]([NH:8][CH:9]=[C:10]([C:16](=[O:21])[CH2:17][CH:18]([CH3:20])[CH3:19])[C:11]([O:13]CC)=O)=[CH:4][CH:3]=1>C1C=CC(C2C=CC=CC=2)=CC=1.C1C=CC(OC2C=CC=CC=2)=CC=1>[Br:1][C:2]1[CH:3]=[C:4]2[C:5](=[CH:6][CH:7]=1)[N:8]=[CH:9][C:10]([C:16](=[O:21])[CH2:17][CH:18]([CH3:19])[CH3:20])=[C:11]2[OH:13] |f:1.2|. Procedure details: To Dowtherm at 250° C. was added a solution of ethyl 2-[(4-bromophenylamino)methylene]-5-methyl-3-oxohexanoate (700 mg, 6.75 mmol) in Dowtherm (5 mL) portionwise and the reaction mixture was stirred for 1.5 h. The reaction mixture was cooled to room temperature, diluted with hexanes and the resulting precipitate was filtered to afford the desired product (490 mg, 23%) as a white solid: 1H NMR (500 MHz, DMSO-d6) δ 12.65 (s, 1H), 8.55 (d, J=6.4 Hz, 1H), 8.30 (d, J=2.3 Hz, 1H), 7.88 (dd, J=8.7, 2.3... Reactants: Cl.C(C)OC1=C(OCC(O)C2=NC=CC=C2)C=CC=C1 (α-[(2-ethoxyphenoxy)methyl]-2-pyridinemethanol hydrochloride), hydrochloride salt, C([O-])(O)=O.[Na+] (sodium bicarbonate). Reagents/catalysts: [Pt]=O (platinum oxide). Run in CO (methanol), O (water). The product is C(C)OC1=C(OCC(O)C2NCCCC2)C=CC=C1 (α-[(2-ethoxyphenoxy)methyl]-2-piperidinemethanol). The yield is 74.6%. As a reaction SMILES: Cl.[CH2:2]([O:4][C:5]1[CH:20]=[CH:19][CH:18]=[CH:17][C:6]=1[O:7][CH2:8][CH:9]([C:11]1[CH:16]=[CH:15][CH:14]=[CH:13][N:12]=1)[OH:10])[CH3:3].C(=O)(O)[O-].[Na+]>CO.O.[Pt]=O>[CH2:2]([O:4][C:5]1[CH:20]=[CH:19][CH:18]=[CH:17][C:6]=1[O:7][CH2:8][CH:9]([CH:11]1[CH2:16][CH2:15][CH2:14][CH2:13][NH:12]1)[OH:10])[CH3:3] |f:0.1,2.3|. Procedure: A solution of α-[(2-ethoxyphenoxy)methyl]-2-pyridinemethanol hydrochloride (10.0 g., 0.034 mole) in 150 ml of methanol was hydrogenated at room temperature for 2 hr in the presence of 1.40 g of platinum oxide. Solvent was removed by rotary evaporator and NMR showed that the desired piperidine compound was obtained (9.35 g). This hydrochloride salt was dissolved in 150 ml of water and the solution was made alkaline (pH=8) with sodium bicarbonate. The free base was extracted from this aqueous solu... Reactants: K2OsO4.2H2O, O=C1N(CCC12CCN(CC2)C(=O)OC(C)(C)C)C=2COC(C2C=C)=O (tert-butyl 1-oxo-2-(5-oxo-4-vinyl-2,5-dihydrofuran-3-yl)-2,8-diazaspiro[4.5]decane-8-carboxylate), I(=O)(=O)(=O)[O-].[Na+] (sodium periodate). Solvent: O (water), CC(=O)C (acetone). Conditions: time 5 minute. The product is C(=O)C1=C(COC1=O)N1C(C2(CC1)CCN(CC2)C(=O)OC(C)(C)C)=O (tert-butyl 2-(4-formyl-5-oxo-2,5-dihydrofuran-3-yl)-1-oxo-2,8-diazaspiro[4.5]decane-8-carboxylate). As a reaction SMILES: [O:1]=[C:2]1[C:6]2([CH2:11][CH2:10][N:9]([C:12]([O:14][C:15]([CH3:18])([CH3:17])[CH3:16])=[O:13])[CH2:8][CH2:7]2)[CH2:5][CH2:4][N:3]1[C:19]1[CH2:20][O:21][C:22](=[O:26])[C:23]=1[CH:24]=C.I([O-])(=O)(=O)=[O:28].[Na+]>CC(C)=O.O>[CH:24]([C:23]1[C:22](=[O:26])[O:21][CH2:20][C:19]=1[N:3]1[CH2:4][CH2:5][C:6]2([CH2:7][CH2:8][N:9]([C:12]([O:14][C:15]([CH3:18])([CH3:17])[CH3:16])=[O:13])[CH2:10][CH2:11]2)[C:2]1=[O:1])=[O:28] |f:1.2|. Procedure: tert-butyl 1-oxo-2-(5-oxo-4-vinyl-2,5-dihydrofuran-3-yl)-2,8-diazaspiro[4.5]decane-8-carboxylate (1.6 g, 4.4 mmol) was dissolved in acetone (36 mL) and water (36 mL), then K2OsO4.2H2O was added and the mixture was stirred for ˜5 min. Solid sodium periodate (3.77 g, 17.6 mmol) was added in 4 portions during 1 hour and the reaction temperature was maintained below 40° C. using an ice-bath. The resulting mixture was stirred for 1 hour at room temperature. LCMS after 2 hours showed complete consumpt... The reactants are C(CO)O (ethylene glycol), C=1(C(=CC=CC1)S(=O)(=O)O)C (toluene sulfonic acid), ClC1=CC=C(S1)C(=O)C1=CC=C(C=C1)[N+](=O)[O-] ((5-chloro-thiophen-2-yl)-(4-nitro-phenyl)-methanone). Solvent: C1(=CC=CC=C1)C (toluene). Yields the product [N+](=O)([O-])C1=CC=C(C=C1)C1(OCCO1)C=1SC=CC1 (2-(4-nitro-phenyl)-2-thiophen-2-yl-[1,3]dioxolane). Reaction SMILES: Cl[C:2]1[S:6][C:5]([C:7]([C:9]2[CH:14]=[CH:13][C:12]([N+:15]([O-:17])=[O:16])=[CH:11][CH:10]=2)=[O:8])=[CH:4][CH:3]=1.[CH2:18](O)[CH2:19][OH:20].C1(C)C(S(O)(=O)=O)=CC=CC=1>C1(C)C=CC=CC=1>[N+:15]([C:12]1[CH:13]=[CH:14][C:9]([C:7]2([C:5]3[S:6][CH:2]=[CH:3][CH:4]=3)[O:20][CH2:19][CH2:18][O:8]2)=[CH:10][CH:11]=1)([O-:17])=[O:16]. Reported procedure: If one were to take 2 grams (12 mMole) of commercially available (5-chloro-thiophen-2-yl)-(4-nitro-phenyl)-methanone 1 (Reike Metals, Lincoln, Nebr.) and heat it under anhydrous conditions with an excess of ethylene glycol and catalytic amounts of toluene sulfonic acid in toluene, one would obtain the protected 2-(4-nitro-phenyl)-2-thiophen-2-yl-[1,3]dioxolane (2). The reactants are Cc1ccccc1C1NC(=O)CC(c2cccc(Cl)c2)C12C(=O)N(C(=O)OC(C)(C)C)c1cc(Cl)ccc12, CN(C)C=O, [H-], CCI, [Li+]. Product: CCN1C(=O)CC(c2cccc(Cl)c2)C2(C(=O)N(C(=O)OC(C)(C)C)c3cc(Cl)ccc32)C1c1ccccc1C. Reaction SMILES: [C:1]([CH3:2])([CH3:3])([CH3:4])[O:5][C:6](=[O:7])[N:8]1[C:9](=[O:38])[C:10]2([c:11]3[cH:12][cH:13][c:14]([Cl:17])[cH:15][c:16]31)[CH:18]([c:31]1[c:32]([CH3:37])[cH:33][cH:34][cH:35][cH:36]1)[NH:19][C:20](=[O:30])[CH2:21][CH:22]2[c:23]1[cH:24][c:25]([Cl:29])[cH:26][cH:27][cH:28]1.[CH3:44][N:45]([CH3:46])[CH:47]=[O:48].[H-:39].[I:41][CH2:42][CH3:43].[Li+:40]>>[C:1]([CH3:2])([CH3:3])([CH3:4])[O:5][C:6](=[O:7])[N:8]1[C:9](=[O:38])[C:10]2([c:11]3[cH:12][cH:13][c:14]([Cl:17])[cH:15][c:16]31)[CH:18]([c:31]1[c:32]([CH3:37])[cH:33][cH:34][cH:35][cH:36]1)[N:19]([CH2:42][CH3:43])[C:20](=[O:30])[CH2:21][CH:22]2[c:23]1[cH:24][c:25]([Cl:29])[cH:26][cH:27][cH:28]1. Reactants: N(=O)[O-].[Na+] (sodium nitrite), BrC1=NC(=CC(=C1N)C)C (2-bromo-4,6-dimethylpyridin-3-amine), N(=O)[O-].[Na+] (sodium nitrite). Solvent: O (water), C(C)(=O)O (acetic acid), O (water). Conditions: time 15 minute. Product: BrC=1N=C(C=C2C1NN=C2)C (7-bromo-5-methyl-1H-pyrazolo[3,4-c]pyridine). Reaction SMILES: [Br:1][C:2]1[C:7]([NH2:8])=[C:6]([CH3:9])[CH:5]=[C:4]([CH3:10])[N:3]=1.[N:11]([O-])=O.[Na+]>C(O)(=O)C.O>[Br:1][C:2]1[N:3]=[C:4]([CH3:10])[CH:5]=[C:6]2[CH:9]=[N:11][NH:8][C:7]=12 |f:1.2|. Procedure details: A solution of 2-bromo-4,6-dimethylpyridin-3-amine [104829-98-3] (4.00 g, 19.9 mmol) in acetic acid (300 mL) was treated with a solution of sodium nitrite (1.37 g, 19.9 mmol) in water (2.5 mL). The reaction mixture was stirred at RT for 15 min and was then allowed to stand at ambient temperature for 24 h. An additional solution of sodium nitrite (500 mg, 7.25 mmol) in water (1 mL) was added to the mixture which was allowed to stand at RT for 16 h. Acetic acid was evaporated under reduced pressure... Reactants: CN(C1(CCC(CC1)(C1=CC=CC=C1)N(C(CCC)=O)C)C1=CC=CC=C1)C (N-(4-dimethylamino-1,4-diphenyl-cyclohexyl)-N-methyl-butyramide), C1CCOC1 (THF), [H-].[H-].[H-].[H-].[Li+].[Al+3] (LiAlH4), C1CCOC1 (THF). The solvent is O (H2O). Run at time 7 hour. Yields the product C(CCC)N(C1(CCC(CC1)(C1=CC=CC=C1)N(C)C)C1=CC=CC=C1)C ([4-(butyl-methyl-amino)-1,4-diphenyl-cyclohexyl]-dimethylamine). Reaction SMILES: [CH3:1][N:2]([CH3:28])[C:3]1([C:22]2[CH:27]=[CH:26][CH:25]=[CH:24][CH:23]=2)[CH2:8][CH2:7][C:6]([N:15]([CH3:21])[C:16](=O)[CH2:17][CH2:18][CH3:19])([C:9]2[CH:14]=[CH:13][CH:12]=[CH:11][CH:10]=2)[CH2:5][CH2:4]1.C1COCC1.[H-].[H-].[H-].[H-].[Li+].[Al+3]>O>[CH2:16]([N:15]([CH3:21])[C:6]1([C:9]2[CH:10]=[CH:11][CH:12]=[CH:13][CH:14]=2)[CH2:5][CH2:4][C:3]([N:2]([CH3:28])[CH3:1])([C:22]2[CH:27]=[CH:26][CH:25]=[CH:24][CH:23]=2)[CH2:8][CH2:7]1)[CH2:17][CH2:18][CH3:19] |f:2.3.4.5.6.7|. Reported procedure: The title compound from step 1 (200 mg, 0.528 mmol) was dissolved in abs. THF (15 mL). LiAlH4 (39 mg, 1.06 mmol) was added in argon. The batch was boiled for 7 h with reflux. The batch was then cooled to room temperature, mixed with THF (12 mL) and H2O (5 mL) with ice cooling and subsequently stirred for 30 min. The batch was filtered over a fritted glass filter with diatomaceous earth and subsequently rinsed with dichloromethane (50 mL). The combined filtrates were concentrated to low volume in...